Dataset: the Open Reaction Database (ORD), a public repository of structured organic reaction records. Task: describe an organic reaction: reactants, conditions, products, and yield Starting materials: O=C(c1ncc[nH]1)c1ncc[nH]1, CN1CCN(C(=O)OC(C)(C)C)CC1, C1CCOC1, O=C(O)c1cc2ccccc2[nH]1. Yields the product CC(C)(C)OC(=O)N1CCN(C(=O)c2cc3ccccc3[nH]2)CC1. Reaction SMILES: [C:13]([c:14]1[nH:15][cH:16][cH:17][n:18]1)([c:19]1[nH:20][cH:21][cH:22][n:23]1)=[O:24].[C:25]([CH3:26])([CH3:27])([CH3:28])[O:29][C:30](=[O:31])[N:32]1[CH2:33][CH2:34][N:35]([CH3:38])[CH2:36][CH2:37]1.[CH2:39]1[O:40][CH2:41][CH2:42][CH2:43]1.[nH:1]1[c:2]([C:10](=[O:11])[OH:12])[cH:3][c:4]2[cH:5][cH:6][cH:7][cH:8][c:9]12>>[nH:1]1[c:2]([C:10](=[O:12])[N:35]2[CH2:34][CH2:33][N:32]([C:30]([O:29][C:25]([CH3:26])([CH3:27])[CH3:28])=[O:31])[CH2:37][CH2:36]2)[cH:3][c:4]2[cH:5][cH:6][cH:7][cH:8][c:9]12. Starting materials: Cl.ClC=1C=CC=C(C1C(=O)O)N (6-chloroanthranilic acid hydrochloride), Cl (hydrochloric acid), N(=O)[O-].[Na+] (sodium nitrite). Solvent: O (water), O (water). Conditions: temperature 5 celsius, time 10 minute. The product is ClC=1C=CC=C(C1C(=O)O)O (6-chlorosalicylic acid). Yield: 44.7%. RXN SMILES: Cl.[Cl:2][C:3]1[CH:4]=[CH:5][CH:6]=[C:7](N)[C:8]=1[C:9]([OH:11])=[O:10].Cl.N([O-])=[O:15].[Na+]>O>[Cl:2][C:3]1[CH:4]=[CH:5][CH:6]=[C:7]([OH:15])[C:8]=1[C:9]([OH:11])=[O:10] |f:0.1,3.4|. Procedure: A stirred suspension of 10.0 grams (0.048 mole) of 6-chloroanthranilic acid hydrochloride and 100 mL of concentrated hydrochloric acid in 200 mL of water was cooled to 5° C., and a solution of 3.5 grams (0.050 mole) of sodium nitrite in 50 mL of water was added dropwise during a 10 minute period. Upon completion of addition, the reaction mixture was warmed to 90° C. where it was stirred for about 10 minutes. The reaction mixture was cooled to ambient temperature and was filtered. The filter cake... The reactants are C[O-].[Na+] (sodium methylate), NC1=NC(=C(C(=N1)Cl)OC(F)F)F (2-amino-4-chlorodifluoromethoxy-6-fluoropyrimidine). The solvent is CO (methanol). Conditions: time 1 hour. The product is NC1=NC(=C(C(=N1)Cl)OC(F)F)OC (2-Amino-4-chlorodifluoromethoxy-6-methoxypyrimidine). Reaction SMILES: [CH3:1][O-:2].[Na+].[NH2:4][C:5]1[N:10]=[C:9]([Cl:11])[C:8]([O:12][CH:13]([F:15])[F:14])=[C:7](F)[N:6]=1>CO>[NH2:4][C:5]1[N:10]=[C:9]([Cl:11])[C:8]([O:12][CH:13]([F:15])[F:14])=[C:7]([O:2][CH3:1])[N:6]=1 |f:0.1|. Reported procedure: 26.1 g (0.145 mol) of 30% strength sodium methylate were added to 31.0 g (0.145 mol) of 2-amino-4-chlorodifluoromethoxy-6-fluoropyrimidine in 300 ml of methanol in the course of 15 minutes while stirring at from -10° to 0° C. Stirring was continued for 30 minutes at 0° C. and for 1 hour at 25° C. The reaction mixture was evaporated down under reduced pressure and worked up as above. 31.6 g (96.6% of theory) of the title compound were obtained as a colorless oil of nD2 =1.5039. Reactants: Pyridinium bromide perbromide, C(C1=CC=CC=C1)N1C2=CC=C(C=C2C=2C(CCCC12)=O)C (9-benzyl-6-methyl-1,2,3,9-tetrahydro-4H-carbazol-4-one), C([O-])([O-])=O.[Li+].[Li+] (lithium carbonate), [Br-].[Li+] (lithium bromide). Run in CCCCCC (Hexane), C1CCOC1 (THF), CN(C)C=O (DMF), CN(C)C=O (DMF). Conditions: temperature 75 celsius, time 6 hour. The product is C(C1=CC=CC=C1)N1C2=CC=C(C=C2C=2C(=CC=CC12)O)C (9-benzyl-6-methyl-9H-carbazol-4-ol). The yield is 42.2%. RXN SMILES: C1C=C[NH+]=CC=1.Br[Br-]Br.[CH2:10]([N:17]1[C:29]2[CH2:28][CH2:27][CH2:26][C:25](=[O:30])[C:24]=2[C:23]2[C:18]1=[CH:19][CH:20]=[C:21]([CH3:31])[CH:22]=2)[C:11]1[CH:16]=[CH:15][CH:14]=[CH:13][CH:12]=1.[Br-].[Li+].C(=O)([O-])[O-].[Li+].[Li+]>C1COCC1.CN(C=O)C.CCCCCC>[CH2:10]([N:17]1[C:29]2[CH:28]=[CH:27][CH:26]=[C:25]([OH:30])[C:24]=2[C:23]2[C:18]1=[CH:19][CH:20]=[C:21]([CH3:31])[CH:22]=2)[C:11]1[CH:12]=[CH:13][CH:14]=[CH:15][CH:16]=1 |f:0.1,3.4,5.6.7|. Procedure details: Pyridinium bromide perbromide (11.9436 g, 0.0373 mol) is added to a mixture of 9-benzyl-6-methyl-1,2,3,9-tetrahydro-4H-carbazol-4-one (8.93 g, 0.0309 mol) in dry THF (42 mL) and dry DMF (30 mL) and the mixture is heated to 75° C. After stirring for 6 h, THF is removed under reduced pressure and the residue is partitioned between dichloromethane and brine. The combined organic layers are washed with dilute sodium thiosulfate/brine and the combined organic layers are dried over magnesium sulfate a... Reaction SMILES: CC1[CH:7]=[CH:6][CH:5]=[C:4](C)[C:3]=1[CH:9]=[CH:10][C:11]1[C:12]2[N:13]([C:17]([CH3:21])=[C:18]([CH3:20])[N:19]=2)[CH:14]=[CH:15][CH:16]=1.[CH2:22]([OH:24])[CH3:23].[H][H].[CH3:27]O>[Pd]>[CH3:27][C:9]1[CH:3]=[C:4]([O:24][CH2:22][CH3:23])[CH:5]=[C:6]([CH3:7])[C:10]=1[C:11]1[C:12]2[N:13]([C:17]([CH3:21])=[C:18]([CH3:20])[N:19]=2)[CH:14]=[CH:15][CH:16]=1. The yield is 100.0%. Reported procedure: 8-(2-(2,6-dimethylphenyl)ethenyl)-2,3-dimethylimidazo[1,2-a]pyridine was solved in methanol (3 ml) and ethanol (2 ml) and Pd/C (10%) (40 mg) was added. The mixture was hydrogenated at room temperature and atmospheric pressure until the uptake of hydrogen ceased. Following filtration through celite, the solvents were evaporated under reduced pressure to give the title compound, (0.069 g, 100%). Reactants: CC1=C(C(=CC=C1)C)C=CC=1C=2N(C=CC1)C(=C(N2)C)C (8-(2-(2,6-dimethylphenyl)ethenyl)-2,3-dimethylimidazo[1,2-a]pyridine), C(C)O (ethanol), CO (methanol), [H][H] (hydrogen). Reagents/catalysts: [Pd] (Pd/C). Product: CC1=C(C(=CC(=C1)OCC)C)C=1C=2N(C=CC1)C(=C(N2)C)C (8-(2,6-dimethylphenetyl)-2,3-dimethylimidazo[1,2-a]pyridine). The reactants are C(C)(C)(C)N1N=C2N(C(=C(N=C2Cl)C(C)(C)C)C2=C(C=CC=C2)C)C1=O (2,6-di-tert-butyl-8-chloro-5-o-tolyl-2H-[1,2,4]triazolo[4,3-a]pyrazin-3-one), [Cl-].[Cl-].[Cl-].[Al+3] (aluminum trichloride). Run in ClC(C)Cl (dichloroethane). Reaction conditions: temperature 100 celsius. Product: C(C)(C)(C)C=1N=C(C=2N(C1C1=C(C=CC=C1)C)C(NN2)=O)Cl (6-tert-butyl-8-chloro-5-o-tolyl-2H-[1,2,4]triazolo[4,3-a]pyrazin-3-one). RXN SMILES: C([N:5]1[C:25](=[O:26])[N:8]2[C:9]([C:18]3[CH:23]=[CH:22][CH:21]=[CH:20][C:19]=3[CH3:24])=[C:10]([C:14]([CH3:17])([CH3:16])[CH3:15])[N:11]=[C:12]([Cl:13])[C:7]2=[N:6]1)(C)(C)C.[Cl-].[Cl-].[Cl-].[Al+3]>ClC(Cl)C>[C:14]([C:10]1[N:11]=[C:12]([Cl:13])[C:7]2[N:8]([C:25](=[O:26])[NH:5][N:6]=2)[C:9]=1[C:18]1[CH:23]=[CH:22][CH:21]=[CH:20][C:19]=1[CH3:24])([CH3:17])([CH3:15])[CH3:16] |f:1.2.3.4|. Procedure details: A suspension of 440 mg of 2,6-di-tert-butyl-8-chloro-5-o-tolyl-2H-[1,2,4]triazolo[4,3-a]pyrazin-3-one and 504 mg of aluminum trichloride in dichloroethane (12.0 mL) was heated to 100° C. After one h, the reaction was cooled to ambient temperature and the excess aluminum reagent was quenched by the careful addition of water. This mixture was diluted with chloroform and the layers were separated. The organic layer was washed with water and then sat. sodium chloride solution, dried over sodium sulf... Reactants: Cl, [Na+], [Na+], O=C([O-])[O-], C1CCOC1, Cn1ncc2cc(N=C(c3ccccc3)c3ccccc3)cnc21. Yields the product Cn1ncc2cc(N)cnc21. RXN SMILES: [ClH:25].[Na+:26].[Na+:27].[O-:28][C:29](=[O:30])[O-:31].[O:32]1[CH2:33][CH2:34][CH2:35][CH2:36]1.[c:1]1([C:2]([c:3]2[cH:4][cH:5][cH:6][cH:7][cH:19]2)=[N:8][c:9]2[cH:10][c:11]3[c:12]([n:13][cH:14]2)[n:15]([CH3:18])[n:16][cH:17]3)[cH:20][cH:21][cH:22][cH:23][cH:24]1>>[NH2:8][c:9]1[cH:10][c:11]2[c:12]([n:13][cH:14]1)[n:15]([CH3:18])[n:16][cH:17]2.